Dataset: the Open Reaction Database (ORD), a public repository of structured organic reaction records. Task: describe an organic reaction: reactants, conditions, products, and yield The reactants are [Cl-].O[NH3+] (hydroxylammonium chloride), C(O)([O-])=O.[Na+] (sodium hydrogen carbonate), CS(=O)C (dimethyl sulfoxide), C(#N)C1=C(C=CC=C1)C1=CC=C(C=C1)CC=1C(N(C=2N(C1CCC)N=CN2)CC(=O)N)=O (2-{6-[(2′-cyanobiphenyl-4-yl)methyl]-5-oxo-7-propyl[1,2,4]triazolo[1,5-a]pyrimidin-4(5H)-yl}acetamide). The solvent is C(C)(=O)OCC (ethyl acetate). Run at temperature 40 celsius, time 30 minute. The product is O=C1N(C=2N(C(=C1CC1=CC=C(C=C1)C1=C(C=CC=C1)C1=NOC(N1)=O)CCC)N=CN2)CC(=O)N (2-[5-oxo-6-{[2′-(5-oxo-4,5-dihydro-1,2,4-oxadiazol-3-yl)biphenyl-4-yl]methyl}-7-propyl[1,2,4]triazolo[1,5-a]pyrimidin-4(5H)-yl]acetamide). The yield is 45.8%. As a reaction SMILES: [Cl-].O[NH3+:3].[C:4](=[O:7])([O-])[OH:5].[Na+].CS(C)=O.[C:13]([C:15]1[CH:20]=[CH:19][CH:18]=[CH:17][C:16]=1[C:21]1[CH:26]=[CH:25][C:24]([CH2:27][C:28]2[C:29](=[O:44])[N:30]([CH2:40][C:41]([NH2:43])=[O:42])[C:31]3[N:32]([N:37]=[CH:38][N:39]=3)[C:33]=2[CH2:34][CH2:35][CH3:36])=[CH:23][CH:22]=1)#[N:14]>C(OCC)(=O)C>[O:44]=[C:29]1[C:28]([CH2:27][C:24]2[CH:23]=[CH:22][C:21]([C:16]3[CH:17]=[CH:18][CH:19]=[CH:20][C:15]=3[C:13]3[NH:3][C:4](=[O:7])[O:5][N:14]=3)=[CH:26][CH:25]=2)=[C:33]([CH2:34][CH2:35][CH3:36])[N:32]2[N:37]=[CH:38][N:39]=[C:31]2[N:30]1[CH2:40][C:41]([NH2:43])=[O:42] |f:0.1,2.3|. Reported procedure: A mixture of hydroxylammonium chloride (1.3 g), sodium hydrogen carbonate (2.1 g) and dimethyl sulfoxide (10 mL) was stirred at 40° C. for 30 min, 2-{6-[(2′-cyanobiphenyl-4-yl)methyl]-5-oxo-7-propyl[1,2,4]triazolo[1,5-a]pyrimidin-4(5H)-yl}acetamide (0.48 g) was added, and the mixture was stirred at 90° C. for 16 hr. The reaction mixture was diluted with ethyl acetate, washed with water and then with saturated brine, and dried over anhydrous magnesium sulfate. The solvent was evaporated under red... The reactants are FC(C=1C=C(C=C(C1)C(F)(F)F)C#CCN1CCC(CC1)C(C)(C)C)(F)F (1-(3,5-bistrifluoromethylphenyl)-3-(4-tert-butylpiperidino)prop-1-yne), OCCS(=O)(=O)O (2-hydroxyethanesulphonic acid). The solvent is C(C)(=O)OCC (ethyl acetate), C(C)(=O)OCC (ethyl acetate). Product: OCCS(=O)(=O)O.FC(C=1C=C(C=C(C1)C(F)(F)F)C#CCN1CCC(CC1)C(C)(C)C)(F)F (1-(3,5-bistrifluoromethylphenyl)-3-(4-tert-butylpiperidino)prop-1-yne 2-hydroxyethanesulphonate). Isolated yield 1475.7%. RXN SMILES: [F:1][C:2]([F:27])([F:26])[C:3]1[CH:4]=[C:5]([C:13]#[C:14][CH2:15][N:16]2[CH2:21][CH2:20][CH:19]([C:22]([CH3:25])([CH3:24])[CH3:23])[CH2:18][CH2:17]2)[CH:6]=[C:7]([C:9]([F:12])([F:11])[F:10])[CH:8]=1.[OH:28][CH2:29][CH2:30][S:31]([OH:34])(=[O:33])=[O:32]>C(OCC)(=O)C>[OH:28][CH2:29][CH2:30][S:31]([OH:34])(=[O:33])=[O:32].[F:12][C:9]([F:10])([F:11])[C:7]1[CH:6]=[C:5]([C:13]#[C:14][CH2:15][N:16]2[CH2:17][CH2:18][CH:19]([C:22]([CH3:23])([CH3:24])[CH3:25])[CH2:20][CH2:21]2)[CH:4]=[C:3]([C:2]([F:26])([F:27])[F:1])[CH:8]=1 |f:3.4|. Reported procedure: A solution of 1-(3,5-bistrifluoromethylphenyl)-3-(4-tert-butylpiperidino)prop-1-yne (6.1 g) in ethyl acetate (20 ml) was treated with 2-hydroxyethanesulphonic acid (2.19 g) in ethyl acetate (20 ml). Evaporation of the solvent gave a waxy solid, m.p. 107°-109° C., which was recrystallised from a mixture of ethyl acetate and diethyl ether to give 1-(3,5-bistrifluoromethylphenyl)-3-(4-tert-butylpiperidino)prop-1-yne 2-hydroxyethanesulphonate (containing 0.23 mole of water of crystallization) (5.61 ... The reactants are [Cl-] (chloride), P(=O)(Cl)(Cl)Cl (phosphoryl chloride), O1CCCC1 (tetrahydrofuran), BrC1=CC(=C(C=C1)C=C)OC (4-bromo-1-ethenyl-2-methoxybenzene), O1CCCC1 (tetrahydrofuran). Reaction conditions: time 8 hour. Yields the product BrC1=CC(=C(C=C1)C1C(C(C1)=O)(Cl)Cl)OC (3-(4-bromo-2-methoxyphenyl)-2,2-dichlorocyclobutanone). Yield: 35.0%. Reaction SMILES: [Br:1][C:2]1[CH:7]=[CH:6][C:5]([CH:8]=[CH2:9])=[C:4]([O:10][CH3:11])[CH:3]=1.[Cl-:12].P(Cl)(Cl)([Cl:15])=O.[O:18]1CC[CH2:20][CH2:19]1>>[Br:1][C:2]1[CH:7]=[CH:6][C:5]([CH:8]2[CH2:20][C:19](=[O:18])[C:9]2([Cl:15])[Cl:12])=[C:4]([O:10][CH3:11])[CH:3]=1. Procedure details: To a suspension of activated Zn—Cu complex (1.4 g, 19 mmol) and 4-bromo-1-ethenyl-2-methoxybenzene (2.700 g, 12.67 mmol) in dry tetrahydrofuran (30 mL) was added dropwise through addition funnel a solution of thrichloroacetic chloride (2.11 g, 19.0 mmol) and phosphoryl chloride (11.7 ml, 12.7 mmol) in tetrahydrofuran (20 mL) during 2 hr at refluxing temperature. Then the mixture was stirred overnight under refluxing temperature. The mixture was cooled to room temperature and filtered. The filtra... The reactants are O=C(CC(c1ccc(OCc2ccccc2)cc1)C1C=CON1)N1C(=O)OCC1Cc1ccccc1, CCO. Product: O=C(CC(c1ccc(O)cc1)C1C=CON1)N1C(=O)OCC1Cc1ccccc1. As a reaction SMILES: [CH2:1]([c:2]1[cH:3][cH:4][cH:5][cH:6][cH:7]1)[CH:8]1[N:9]([C:14]([CH2:15][CH:16]([CH:17]2[NH:18][O:19][CH:20]=[CH:21]2)[c:22]2[cH:23][cH:24][c:25]([O:28][CH2:29][c:30]3[cH:31][cH:32][cH:33][cH:34][cH:35]3)[cH:26][cH:27]2)=[O:36])[C:10](=[O:13])[O:11][CH2:12]1.[CH3:37][CH2:38][OH:39]>>[CH2:1]([c:2]1[cH:3][cH:4][cH:5][cH:6][cH:7]1)[CH:8]1[N:9]([C:14]([CH2:15][CH:16]([CH:17]2[NH:18][O:19][CH:20]=[CH:21]2)[c:22]2[cH:23][cH:24][c:25]([OH:28])[cH:26][cH:27]2)=[O:36])[C:10](=[O:13])[O:11][CH2:12]1. Reactants: COC1=CC=C(C=C1)[C@H]1C[C@@H](N(C[C@@H]1OCC=1C=CC2=C(N(CCO2)CCCOC)C1)S(=O)(=O)C1=CC=C(C=C1)C)CCNC(C)=O (N-{2-[(2R,4R,5R)-4-(4-methoxy-phenyl)-5-[4-(3-methoxy-propyl)-3,4-dihydro-2H-benzo[1,4]oxazin-6-ylmethoxy]-1-(toluene-4-sulfonyl)-piperidin-2-yl]-ethyl}-acetamide), [H-].[Na+] (sodium hydride), CI (methyl iodide). The solvent is CN(C=O)C (N,N-dimethylformamide), Cl (hydrochloric acid). Conditions: time 1 hour. The product is COC1=CC=C(C=C1)[C@H]1C[C@@H](N(C[C@@H]1OCC=1C=CC2=C(N(CCO2)CCCOC)C1)S(=O)(=O)C1=CC=C(C=C1)C)CCN(C(C)=O)C (N-{2-[(2R,4R,5R)-4-(4-Methoxy-phenyl)-5-[4-(3-methoxy-propyl)-3,4-dihydro-2H-benzo[1,4]oxazin-6-ylmethoxy]-1-(toluene-4-sulfonyl)-piperidin-2-yl]-ethyl}-N-methyl-acetamide). Reaction SMILES: [CH3:1][O:2][C:3]1[CH:8]=[CH:7][C:6]([C@@H:9]2[C@@H:14]([O:15][CH2:16][C:17]3[CH:18]=[CH:19][C:20]4[O:25][CH2:24][CH2:23][N:22]([CH2:26][CH2:27][CH2:28][O:29][CH3:30])[C:21]=4[CH:31]=3)[CH2:13][N:12]([S:32]([C:35]3[CH:40]=[CH:39][C:38]([CH3:41])=[CH:37][CH:36]=3)(=[O:34])=[O:33])[C@@H:11]([CH2:42][CH2:43][NH:44][C:45](=[O:47])[CH3:46])[CH2:10]2)=[CH:5][CH:4]=1.[H-].[Na+].[CH3:50]I>CN(C)C=O.Cl>[CH3:1][O:2][C:3]1[CH:4]=[CH:5][C:6]([C@@H:9]2[C@@H:14]([O:15][CH2:16][C:17]3[CH:18]=[CH:19][C:20]4[O:25][CH2:24][CH2:23][N:22]([CH2:26][CH2:27][CH2:28][O:29][CH3:30])[C:21]=4[CH:31]=3)[CH2:13][N:12]([S:32]([C:35]3[CH:40]=[CH:39][C:38]([CH3:41])=[CH:37][CH:36]=3)(=[O:33])=[O:34])[C@@H:11]([CH2:42][CH2:43][N:44]([CH3:50])[C:45](=[O:47])[CH3:46])[CH2:10]2)=[CH:7][CH:8]=1 |f:1.2|. Reported procedure: To a solution of 82 mg of N-{2-[(2R,4R,5R)-4-(4-methoxy-phenyl)-5-[4-(3-methoxy-propyl)-3,4-dihydro-2H-benzo[1,4]oxazin-6-ylmethoxy]-1-(toluene-4-sulfonyl)-piperidin-2-yl]-ethyl}-acetamide (from example 25a) in 2.0 ml of N,N-dimethylformamide are added 59 mg of sodium hydride and 0.110 ml of methyl iodide at 0° C. The reaction mixture is stirred for 1 hour, diluted with 1N hydrochloric acid and extracted with tert-butyl methyl ether. The organic phases are combined, dried over sodium sulfate and... The reactants are CO (methanol), CN (methylamine), CO (methanol), O1CC1CCCCCCCCCC (1,2-epoxydodecane), O (water). Conditions: time 24 hour. Yields the product CNCC(CCCCCCCCCC)O (N-methyl-N-(2-hydroxydodecyl) amine). Yield: 85.3%. Reaction SMILES: [CH3:1][NH2:2].CO.O.[O:6]1[CH:8]([CH2:9][CH2:10][CH2:11][CH2:12][CH2:13][CH2:14][CH2:15][CH2:16][CH2:17][CH3:18])[CH2:7]1>>[CH3:1][NH:2][CH2:7][CH:8]([OH:6])[CH2:9][CH2:10][CH2:11][CH2:12][CH2:13][CH2:14][CH2:15][CH2:16][CH2:17][CH3:18]. Reported procedure: Two-thousand one-hundred and seventy grams of methylamine were introduced into 4550 ml of methanol at room temperature, whereupon there were dropped in 1288 grams of 1,2-epoxydodecane within 30 minutes at 20° C. with stirring and water cooling and the mixture was allowed to stand for 24 hours with occasional stirring. After drawing off the excess methanol the residue was rectified. There were obtained 1284 grams (85.3% of theory) of N-methyl-N-(2-hydroxydodecyl) amine having a boiling point at 0... Reactants: CN, CC(C)c1nnc2ccc(C=O)nn12, ClCCl, [Mg+2], O=S(=O)([O-])[O-]. Yields the product CN=Cc1ccc2nnc(C(C)C)n2n1. Reaction SMILES: [CH3:15][NH2:16].[CH:1]([CH3:2])([CH3:3])[c:4]1[n:5][n:6][c:7]2[n:8]1[n:9][c:10]([CH:13]=[O:14])[cH:11][cH:12]2.[Cl:23][CH2:24][Cl:25].[Mg+2:17].[O-:18][S:19]([O-:20])(=[O:21])=[O:22]>>[CH:1]([CH3:2])([CH3:3])[c:4]1[n:5][n:6][c:7]2[n:8]1[n:9][c:10]([CH:13]=[N:16][CH3:15])[cH:11][cH:12]2. The reactants are O=C([O-])O, CC(=O)O, CO, CC(C)c1n(N=Cc2ccc(N(C)C)cc2)cc[n+]1N=Cc1ccc(N(C)C)cc1. As a reaction SMILES: [C:1](=[O:2])([O-:3])[OH:4].[CH3:35][C:36]([OH:37])=[O:38].[CH3:39][OH:40].[CH3:5][N:6]([c:7]1[cH:8][cH:9][c:10]([CH:11]=[N:12][n+:13]2[c:14]([CH:29]([CH3:30])[CH3:31])[n:15]([N:18]=[CH:19][c:20]3[cH:21][cH:22][c:23]([N:26]([CH3:27])[CH3:28])[cH:24][cH:25]3)[cH:16][cH:17]2)[cH:32][cH:33]1)[CH3:34]>>[CH3:35][C:36](=[O:37])[O-:38].[CH3:5][N:6]([c:7]1[cH:8][cH:9][c:10]([CH:11]=[N:12][n:13]2[c:14]([CH:29]([CH3:30])[CH3:31])[n+:15]([N:18]=[CH:19][c:20]3[cH:21][cH:22][c:23]([N:26]([CH3:27])[CH3:28])[cH:24][cH:25]3)[cH:16][cH:17]2)[cH:32][cH:33]1)[CH3:34]. Yields the product CC(=O)[O-], CC(C)c1n(N=Cc2ccc(N(C)C)cc2)cc[n+]1N=Cc1ccc(N(C)C)cc1. Starting materials: CCCCCC, [Li]CCCC, OC1CCNCC1, C1CCOC1, CCOC(=O)c1nc(-c2ccccc2)nc2ccccc12. Yields the product O=C(c1nc(-c2ccccc2)nc2ccccc12)N1CCC(O)CC1. Reaction SMILES: [CH3:34][CH2:35][CH2:36][CH2:37][CH2:38][CH3:39].[Li:29][CH2:30][CH2:31][CH2:32][CH3:33].[NH:22]1[CH2:23][CH2:24][CH:25]([OH:28])[CH2:26][CH2:27]1.[O:40]1[CH2:41][CH2:42][CH2:43][CH2:44]1.[c:1]1(-[c:7]2[n:8][c:9]3[cH:10][cH:11][cH:12][cH:13][c:14]3[c:15]([C:17]([O:19][CH2:18][CH3:20])=[O:21])[n:16]2)[cH:2][cH:3][cH:4][cH:5][cH:6]1>>[c:1]1(-[c:7]2[n:8][c:9]3[cH:10][cH:11][cH:12][cH:13][c:14]3[c:15]([C:17](=[O:19])[N:22]3[CH2:23][CH2:24][CH:25]([OH:28])[CH2:26][CH2:27]3)[n:16]2)[cH:2][cH:3][cH:4][cH:5][cH:6]1.